This data is from the Open Reaction Database (ORD), a public repository of structured organic reaction records. The task is: describe an organic reaction: reactants, conditions, products, and yield Starting materials: FC(F)(F)c1cccc(Cl)c1CBr, O=C([O-])[O-], CC1CNCC1(CC(=O)OC(C)(C)C)C(=O)NC1CCN(C(=O)OC(C)(C)C)CC1, CCOC(C)=O, CN(C)C=O, [K+], [K+]. The product is CC1CN(Cc2c(Cl)cccc2C(F)(F)F)CC1(CC(=O)OC(C)(C)C)C(=O)NC1CCN(C(=O)OC(C)(C)C)CC1. As a reaction SMILES: [Br:1][CH2:2][c:3]1[c:4]([Cl:13])[cH:5][cH:6][cH:7][c:8]1[C:9]([F:10])([F:11])[F:12].[C:14](=[O:15])([O-:16])[O-:17].[C:20]([CH3:21])([CH3:22])([CH3:23])[O:24][C:25]([CH2:26][C:27]1([C:33](=[O:34])[NH:35][CH:36]2[CH2:37][CH2:38][N:39]([C:42](=[O:43])[O:44][C:45]([CH3:46])([CH3:47])[CH3:48])[CH2:40][CH2:41]2)[CH2:28][NH:29][CH2:30][CH:31]1[CH3:32])=[O:49].[CH3:50][CH2:51][O:52][C:53](=[O:54])[CH3:55].[CH3:56][N:57]([CH3:58])[CH:59]=[O:60].[K+:18].[K+:19]>>[CH2:2]([c:3]1[c:4]([Cl:13])[cH:5][cH:6][cH:7][c:8]1[C:9]([F:10])([F:11])[F:12])[N:29]1[CH2:28][C:27]([CH2:26][C:25]([O:24][C:20]([CH3:21])([CH3:22])[CH3:23])=[O:49])([C:33](=[O:34])[NH:35][CH:36]2[CH2:37][CH2:38][N:39]([C:42](=[O:43])[O:44][C:45]([CH3:46])([CH3:47])[CH3:48])[CH2:40][CH2:41]2)[CH:31]([CH3:32])[CH2:30]1. Starting materials: ClCCl (dichloromethane), C(C1=CC=CC=C1)N(C(CCOCCC1=CC=CC=C1)=O)CC(OCC)OCC (N-Benzyl-N-(2,2-diethoxyethyl)-3-phenethyloxy-propanamide), resultant solution, Cl (hydrochloric acid). Solvent: O1CCOCC1 (dioxane). Yields the product C(C1=CC=CC=C1)N(C(CCOCCC1=CC=CC=C1)=O)CC=O (N-Benzyl-N-(2-oxoethyl)-3-phenethyloxy-propanamide). Reaction SMILES: [CH2:1]([N:8]([CH2:22][CH:23](OCC)[O:24]CC)[C:9](=[O:21])[CH2:10][CH2:11][O:12][CH2:13][CH2:14][C:15]1[CH:20]=[CH:19][CH:18]=[CH:17][CH:16]=1)[C:2]1[CH:7]=[CH:6][CH:5]=[CH:4][CH:3]=1.Cl.ClCCl>O1CCOCC1>[CH2:1]([N:8]([CH2:22][CH:23]=[O:24])[C:9](=[O:21])[CH2:10][CH2:11][O:12][CH2:13][CH2:14][C:15]1[CH:16]=[CH:17][CH:18]=[CH:19][CH:20]=1)[C:2]1[CH:3]=[CH:4][CH:5]=[CH:6][CH:7]=1. Reported procedure: N-Benzyl-N-(2,2-diethoxyethyl)-3-phenethyloxy-propanamide (Example 4a), 0.3 g) was dissolved in anhydrous dioxane (7 mL) and treated with concentrated hydrochloric acid (2 mL) at ambient temperature. The resultant solution was stirred at ambient temperature for 2.5 hours. The reaction mixture was poured into dichloromethane (20 mL) and washed with water (2×20 mL) and brine (20 mL). The organic layer was isolated, dried over anhydrous magnesium sulphate, filtered and concentrated to give the sub-... Yields the product CCOC(=O)C1CCCN(CCOc2ccccc2Cc2ccccc2)C1. Reactants: Br, CCOC(=O)C1CCCN(CCBr)C1, Oc1ccccc1Cc1ccccc1, Cc1ccccc1, [H-], [Na+], O. RXN SMILES: [BrH:17].[CH2:18]([CH3:19])[O:20][C:21](=[O:22])[CH:23]1[CH2:24][N:25]([CH2:29][CH2:30][Br:31])[CH2:26][CH2:27][CH2:28]1.[CH2:3]([c:4]1[cH:5][cH:6][cH:7][cH:8][cH:9]1)[c:10]1[c:11]([OH:16])[cH:12][cH:13][cH:14][cH:15]1.[CH3:33][c:34]1[cH:35][cH:36][cH:37][cH:38][cH:39]1.[H-:1].[Na+:2].[OH2:32]>>[CH2:3]([c:4]1[cH:5][cH:6][cH:7][cH:8][cH:9]1)[c:10]1[c:11]([O:16][CH2:30][CH2:29][N:25]2[CH2:24][CH:23]([C:21]([O:20][CH2:18][CH3:19])=[O:22])[CH2:28][CH2:27][CH2:26]2)[cH:12][cH:13][cH:14][cH:15]1. Reactants: CO, COC(OC)OC, COc1cc(Nc2nc3n(n2)CCC(=O)CC3c2ccc(F)cc2)ccc1-n1cnc(Cl)c1, O=C(O)C(F)(F)F. The product is COc1cc(Nc2nc3n(n2)CCC(OC)(OC)CC3c2ccc(F)cc2)ccc1-n1cnc(Cl)c1. RXN SMILES: [CH3:48][OH:49].[CH:41]([O:42][CH3:43])([O:44][CH3:45])[O:46][CH3:47].[Cl:8][c:9]1[n:10][cH:11][n:12](-[c:14]2[c:15]([O:39][CH3:40])[cH:16][c:17]([NH:20][c:21]3[n:22][n:23]4[c:24]([n:38]3)[CH:25]([c:31]3[cH:32][cH:33][c:34]([F:37])[cH:35][cH:36]3)[CH2:26][C:27](=[O:30])[CH2:28][CH2:29]4)[cH:18][cH:19]2)[cH:13]1.[F:1][C:2]([F:3])([F:4])[C:5]([OH:6])=[O:7]>>[Cl:8][c:9]1[n:10][cH:11][n:12](-[c:14]2[c:15]([O:39][CH3:40])[cH:16][c:17]([NH:20][c:21]3[n:22][n:23]4[c:24]([n:38]3)[CH:25]([c:31]3[cH:32][cH:33][c:34]([F:37])[cH:35][cH:36]3)[CH2:26][C:41]([O:44][CH3:45])([O:46][CH3:47])[CH2:28][CH2:29]4)[cH:18][cH:19]2)[cH:13]1. Reaction SMILES: [C:29]([O-:30])(=[O:31])[CH3:32].[C:34]([O-:35])(=[O:36])[CH3:37].[CH3:22][CH2:23][CH2:24][CH2:25][CH2:26][CH2:27][CH3:28].[Cl:19][CH2:20][Cl:21].[N+:11](=[N-:12])=[CH:13][C:14](=[O:15])[O:16][CH2:17][CH3:18].[O:1]([c:2]1[cH:3][cH:4][cH:5][cH:6][cH:7]1)[CH2:8][CH2:9][OH:10].[Rh+2:33]>>[O:1]([c:2]1[cH:3][cH:4][cH:5][cH:6][cH:7]1)[CH2:8][CH2:9][O:10][CH2:13][C:14](=[O:15])[O:16][CH2:17][CH3:18]. The product is CCOC(=O)COCCOc1ccccc1. The reactants are CC(=O)[O-], CC(=O)[O-], CCCCCCC, ClCCl, CCOC(=O)C=[N+]=[N-], OCCOc1ccccc1, [Rh+2]. Product: CC=1C(C(CCC1)(C)C)C(\C=C\C)=O (trans-2,6,6-trimethyl-1-crotonoyl-2-cyclohexene). The yield is 50.0%. Procedure details: A mixture of 10 g. of 6,10-dimethyl-4-oxo-2,5,9-undecatriene prepared according to the method of paragraph (c) herebelow, 100 ml. of benzene and 1 g. of boron trifluoride etherate was heated to the reflux until the vapour phase chromatographic analysis of a sample showed that practically all the starting material had disappeared. The solution was cooled and stirred with ice-water. The organic layer was removed and treated as usual. Distillation of the residue of evaporation gave a 50% yield of t... Reaction SMILES: [CH3:1][C:2]([CH2:9][CH2:10][CH:11]=[C:12]([CH3:14])[CH3:13])=[CH:3][C:4](=[O:8])[CH:5]=[CH:6][CH3:7].CC(C(C)CC=C(C)C)=CC=O.B(F)(F)F.CCOCC>C1C=CC=CC=1>[CH3:1][C:2]1[CH:3]([C:4](=[O:8])/[CH:5]=[CH:6]/[CH3:7])[C:12]([CH3:13])([CH3:14])[CH2:11][CH2:10][CH:9]=1 |f:2.3|. Reactants: CC(=CC(C=CC)=O)CCC=C(C)C (6,10-dimethyl-4-oxo-2,5,9-undecatriene), ice water, CC(=CC=O)C(CC=C(C)C)C (3,4,7-Trimethyl-2,6-octadienal), B(F)(F)F.CCOCC (boron trifluoride etherate). Solvent: C1=CC=CC=C1 (benzene). The reactants are C(C)OC(NC1=CC=2N(C=C1)C(=CN2)I)=O ((3-Iodo-imidazo[1,2-a]pyridin-7-yl)carbamic acid ethyl ester), ClC1=CC=2N(C=C1)C(=CN2)C=2C=C(C=CC2)NC(=O)NCC(F)(F)F (1-[3-(7-Chloroimidazo[1,2-a]pyridin-3-yl)phenyl]-3-(2,2,2-trifluoroethyl)urea), C(=O)([O-])[O-].[K+].[K+] (K2CO3), CO (MeOH), ( 300W ). The reagents and catalysts are C=1C=CC(=CC1)[P](C=2C=CC=CC2)(C=3C=CC=CC3)[Pd]([P](C=4C=CC=CC4)(C=5C=CC=CC5)C=6C=CC=CC6)([P](C=7C=CC=CC7)(C=8C=CC=CC8)C=9C=CC=CC9)[P](C=1C=CC=CC1)(C=1C=CC=CC1)C=1C=CC=CC1 (tetrakis(triphenylphosphine)palladium). Solvent: C1(=CC=CC=C1)C (toluene), O (water), CCO (EtOH). Product: NC1=CC=2N(C=C1)C(=CN2)C=2C=C(C=CC2)NC(=O)NCC(F)(F)F (1-[3-(7-Aminoimidazol[1,2-a]pyridin-3-yl)phenyl]-3-(2,2,2-trifluoroethyl)urea). The yield is 11.5%. As a reaction SMILES: C(OC(=O)[NH:5][C:6]1[CH:11]=[CH:10][N:9]2[C:12](I)=[CH:13][N:14]=[C:8]2[CH:7]=1)C.ClC1C=CN2C([C:27]3[CH:28]=[C:29]([NH:33][C:34]([NH:36][CH2:37][C:38]([F:41])([F:40])[F:39])=[O:35])[CH:30]=[CH:31][CH:32]=3)=CN=C2C=1.C([O-])([O-])=O.[K+].[K+].CO>C1(C)C=CC=CC=1.C1C=CC([P]([Pd]([P](C2C=CC=CC=2)(C2C=CC=CC=2)C2C=CC=CC=2)([P](C2C=CC=CC=2)(C2C=CC=CC=2)C2C=CC=CC=2)[P](C2C=CC=CC=2)(C2C=CC=CC=2)C2C=CC=CC=2)(C2C=CC=CC=2)C2C=CC=CC=2)=CC=1.O.CCO>[NH2:5][C:6]1[CH:11]=[CH:10][N:9]2[C:12]([C:31]3[CH:30]=[C:29]([NH:33][C:34]([NH:36][CH2:37][C:38]([F:39])([F:40])[F:41])=[O:35])[CH:28]=[CH:27][CH:32]=3)=[CH:13][N:14]=[C:8]2[CH:7]=1 |f:2.3.4,^1:60,62,81,100|. Procedure: To a solution of (3-Iodo-imidazo[1,2-a]pyridin-7-yl)carbamic acid ethyl ester (100 mg, 0.30 mmol) in toluene (0.5 ml) was added 1-[3-(4,4,5,5-Tetramethyl-[1,3,2]dioxaborolan-2-yl)-phenyl]-3-(2,2,2-trifluoro-ethyl)-urea (described in procedure A4) (126 mg, 0.36 mmol), K2CO3 (250 mg, 1.80 mmol), MeOH (0.5 ml), EtOH (0.5 ml) and water (0.7 ml) [reaction degassed by bubbling N2 through]. Bis(tri-tert-butylphosphine)palladium (0) (1.5 mg, 0.003 mmol) was added and the reaction was heated in a CEM dis... The reactants are C(OCC)(OCC)OCC (triethyl orthoformate), ClC1=NC2=CC=CC=C2C(=C1N)NCC1=CC(=NO1)C1=CC=C(C=C1)F (2-chloro-N4-{[3-(4-fluorophenyl)isoxazol-5-yl]methyl}quinoline-3,4-diamine). Reagents/catalysts: Cl.N1=CC=CC=C1 (Pyridine hydrochloride). Solvent: C1(=CC=CC=C1)C (toluene). Run at temperature 110 celsius. The product is ClC1=NC=2C=CC=CC2C2=C1N=CN2CC2=CC(=NO2)C2=CC=C(C=C2)F (4-chloro-1-{[3-(4-fluorophenyl)isoxazol-5-yl]methyl}-1H-imidazo[4,5-c]quinoline). Isolated yield 58.7%. Reaction SMILES: [CH:1](OCC)(OCC)OCC.[Cl:11][C:12]1[C:21]([NH2:22])=[C:20]([NH:23][CH2:24][C:25]2[O:29][N:28]=[C:27]([C:30]3[CH:35]=[CH:34][C:33]([F:36])=[CH:32][CH:31]=3)[CH:26]=2)[C:19]2[C:14](=[CH:15][CH:16]=[CH:17][CH:18]=2)[N:13]=1>C1(C)C=CC=CC=1.Cl.N1C=CC=CC=1>[Cl:11][C:12]1[C:21]2[N:22]=[CH:1][N:23]([CH2:24][C:25]3[O:29][N:28]=[C:27]([C:30]4[CH:31]=[CH:32][C:33]([F:36])=[CH:34][CH:35]=4)[CH:26]=3)[C:20]=2[C:19]2[CH:18]=[CH:17][CH:16]=[CH:15][C:14]=2[N:13]=1 |f:3.4|. Procedure details: Pyridine hydrochloride (3 mg, 0.02 mmol) and triethyl orthoformate (0.3 mL, 1.7 mmol) were added to a solution of 2-chloro-N4-{[3-(4-fluorophenyl)isoxazol-5-yl]methyl}quinoline-3,4-diamine (0.4294 g, 1.164 mmol) in toluene (10 mL), and the reaction was heated at 110° C. for 16 hours. A solid was present and was isolated by filtration. The filtrate was concentrated under reduced pressure and triturated with diethyl ether to provide a solid. The two solids were combined and purified by column chro... RXN SMILES: [CH3:1][O:2][C:3](=[O:4])[CH:5]1[CH2:6][C:7]2([CH2:8][CH2:9][CH:10]1[O:11][S:12]([CH3:13])(=[O:14])=[O:15])[CH2:16][CH2:17][CH2:18][CH2:19][CH2:20]2.[ClH:32].[N:21]12[CH2:22][CH2:23][CH2:24][N:25]=[C:26]1[CH2:27][CH2:28][CH2:29][CH2:30][CH2:31]2.[O:33]1[CH2:34][CH2:35][CH2:36][CH2:37]1>>[CH3:1][O:2][C:3](=[O:4])[C:5]1=[CH:10][CH2:9][CH2:8][C:7]2([CH2:6]1)[CH2:16][CH2:17][CH2:18][CH2:19][CH2:20]2. Starting materials: COC(=O)C1CC2(CCCCC2)CCC1OS(C)(=O)=O, Cl, C1CCC2=NCCCN2CC1, C1CCOC1. The product is COC(=O)C1=CCCC2(CCCCC2)C1.